From a dataset of the Open Reaction Database (ORD), a public repository of structured organic reaction records. describe an organic reaction: reactants, conditions, products, and yield Reactants: O=C([O-])[O-], ClCc1nc2ccccc2s1, Cl, [K+], [K+], CN(C)C=O, O, Oc1ccc2c(c1)CCC(CN1CCCCC1)C2. Product: Cl, c1ccc2sc(COc3ccc4c(c3)CCC(CN3CCCCC3)C4)nc2c1. Reaction SMILES: [C:31](=[O:32])([O-:33])[O-:34].[Cl:20][CH2:21][c:22]1[s:23][c:24]2[c:25]([n:26]1)[cH:27][cH:28][cH:29][cH:30]2.[ClH:1].[K+:35].[K+:36].[O:37]=[CH:38][N:39]([CH3:40])[CH3:41].[OH2:42].[OH:2][c:3]1[cH:4][c:5]2[c:10]([cH:11][cH:12]1)[CH2:9][CH:8]([CH2:13][N:14]1[CH2:15][CH2:16][CH2:17][CH2:18][CH2:19]1)[CH2:7][CH2:6]2>>[ClH:20].[O:2]([c:3]1[cH:4][c:5]2[c:10]([cH:11][cH:12]1)[CH2:9][CH:8]([CH2:13][N:14]1[CH2:15][CH2:16][CH2:17][CH2:18][CH2:19]1)[CH2:7][CH2:6]2)[CH2:21][c:22]1[s:23][c:24]2[c:25]([n:26]1)[cH:27][cH:28][cH:29][cH:30]2. The reactants are C(#N)C1=CC=C2C=CC(=CC2=C1)O (7-cyano-2-naphthol), C([O-])([O-])=O.[Na+].[Na+] (sodium carbonate), II (I2), Cl (HCl). The solvent is O (water), C1CCOC1 (THF). Run at time 3 hour. Product: OC1=CC=C2C=CC(=CC2=C1I)C#N (7-hydroxy-8-iodo-2-naphthalenecarbonitrile). Yield: 89.3%. Reaction SMILES: [C:1]([C:3]1[CH:12]=[C:11]2[C:6]([CH:7]=[CH:8][C:9]([OH:13])=[CH:10]2)=[CH:5][CH:4]=1)#[N:2].C(=O)([O-])[O-].[Na+].[Na+].[I:20]I.Cl>O.C1COCC1>[OH:13][C:9]1[C:10]([I:20])=[C:11]2[C:6]([CH:5]=[CH:4][C:3]([C:1]#[N:2])=[CH:12]2)=[CH:7][CH:8]=1 |f:1.2.3|. Reported procedure: A mixture of 7-cyano-2-naphthol (22.3 g, 131.8 mmol), sodium carbonate (29.3 g, 277 mmol) and I2 (31.8 g, 125.2 mmol) in water (500 mL) and THF (80 mL) at 0° C. was stirred at room temperature for 3 h, acidified with 1M HCl and extracted with ethyl acetate. The extracts were washed with saturated Na2S2O3 and brine, dried (Na2SO4) and concentrated. The product was recrystallized from ethyl acetate to yield 33 g of the title compound. The reactants are c1ccc(CN(CCCc2ccc3sc4ccccc4c3c2)Cc2ccccc2)cc1, CCOC(C)=O. Yields the product NCCCc1ccc2sc3ccccc3c2c1. As a reaction SMILES: [CH2:1]([N:8]([CH2:2][c:3]1[cH:4][cH:5][cH:6][cH:7][cH:25]1)[CH2:9][CH2:10][CH2:11][c:12]1[cH:13][c:14]2[c:15]([s:16][c:17]3[c:18]2[cH:19][cH:20][cH:21][cH:22]3)[cH:23][cH:24]1)[c:26]1[cH:27][cH:28][cH:29][cH:30][cH:31]1.[CH3:32][CH2:33][O:34][C:35](=[O:36])[CH3:37]>>[NH2:8][CH2:9][CH2:10][CH2:11][c:12]1[cH:13][c:14]2[c:15]([s:16][c:17]3[c:18]2[cH:19][cH:20][cH:21][cH:22]3)[cH:23][cH:24]1. The reactants are P(Cl)(Cl)(Cl)(Cl)Cl (PCl5), C1=CC=CC=C1 (C6H6), [Al+3].[Cl-].[Cl-].[Cl-] (AlCl3), C1=CC=CC=C1 (C6H6), 3-(3-Phenyl-1-indan)propionic acid, Cl (HCl), O (H2O), C1=CC=CC=C1 (C6H6). Conditions: time 1.5 hour. Product: C1(=CC=CC=C1)C1CC2CCC(C3=CC=CC1=C23)=O (1-Phenyl-2a,3,4,5-tetrahydro-5-acenaphthenone). RXN SMILES: [OH2:1].P(Cl)(Cl)(Cl)(Cl)Cl.[Al+3].[Cl-].[Cl-].[Cl-].Cl.[CH:13]1[CH:18]=[CH:17][CH:16]=[CH:15][CH:14]=1>>[C:13]1([CH:17]2[C:18]3=[C:18]4[C:17](=[CH:15][CH:14]=[CH:13]3)[C:16](=[O:1])[CH2:15][CH2:14][CH:13]4[CH2:16]2)[CH:18]=[CH:17][CH:16]=[CH:15][CH:14]=1 |f:2.3.4.5|. Reported procedure: 3-(3-Phenyl-1-indan)propionic acid (32 g, 0.12 mol) was dried by refluxing in C6H6 (200 ml) with removal of azeotroped H2O. The solution was added to a stirred suspension of PCl5 (29 g, 0.14 mol) in C6H6 (50 ml) and stirred for 1.5 hours. The solution was then added to a cooled, stirred suspension of AlCl3 (29 g) in C6H6 and stirring continued at room temperature for 3 hours. The mixture was poured into ice and HCl and extracted with Et2O. The Et2O was washed (NaHCO3 solution), dried (Na2SO4) an... Starting materials: CN(C(=O)OC(C)(C)C)C(Cc1ccccc1)C(=O)O, CCN(C(C)C)C(C)C, CCN=C=NCCCN(C)C, CN(C)C=O, CCOC(C)=O, ClCCl, Cl, NCC(F)(F)F, O, On1nnc2ccccc21. Yields the product CN(C(=O)OC(C)(C)C)C(Cc1ccccc1)C(=O)NCC(F)(F)F. Reaction SMILES: [C:13]([CH3:14])([CH3:15])([CH3:16])[O:17][C:18](=[O:19])[N:20]([CH3:21])[CH:22]([C:23](=[O:24])[OH:25])[CH2:26][c:27]1[cH:28][cH:29][cH:30][cH:31][cH:32]1.[CH2:50]([N:51]([CH:52]([CH3:53])[CH3:54])[CH:55]([CH3:56])[CH3:57])[CH3:58].[CH3:2][N:3]([CH3:4])[CH2:5][CH2:6][CH2:7][N:8]=[C:9]=[N:10][CH2:11][CH3:12].[CH3:59][N:60]([CH3:61])[CH:62]=[O:63].[CH3:67][CH2:68][O:69][C:70](=[O:71])[CH3:72].[Cl:64][CH2:65][Cl:66].[ClH:1].[F:44][C:45]([CH2:46][NH2:47])([F:48])[F:49].[OH2:33].[OH:34][n:35]1[c:36]2[cH:37][cH:38][cH:39][cH:40][c:41]2[n:42][n:43]1>>[C:13]([CH3:14])([CH3:15])([CH3:16])[O:17][C:18](=[O:19])[N:20]([CH3:21])[CH:22]([C:23](=[O:25])[NH:47][CH2:46][C:45]([F:44])([F:48])[F:49])[CH2:26][c:27]1[cH:28][cH:29][cH:30][cH:31][cH:32]1.